Dataset: the Open Reaction Database (ORD), a public repository of structured organic reaction records. Task: describe an organic reaction: reactants, conditions, products, and yield Reactants: CCCS(=O)(=O)Nc1ccc(F)c(C(=O)c2c[nH]c3ncc(Br)cc23)c1F, O=C([O-])[O-], CC#N, CC(=O)O, OB(O)c1ccc(Cl)nc1, [K+], [K+]. Yields the product CCCS(=O)(=O)Nc1ccc(F)c(C(=O)c2c[nH]c3ncc(-c4ccc(Cl)nc4)cc23)c1F. As a reaction SMILES: [Br:1][c:2]1[cH:3][c:4]2[c:5]([n:6][cH:7]1)[nH:8][cH:9][c:10]2[C:11](=[O:12])[c:13]1[c:14]([F:27])[c:15]([NH:20][S:21](=[O:22])(=[O:23])[CH2:24][CH2:25][CH3:26])[cH:16][cH:17][c:18]1[F:19].[C:41](=[O:42])([O-:43])[O-:44].[CH3:38][C:39]#[N:40].[CH3:47][C:48](=[O:49])[OH:50].[Cl:28][c:29]1[cH:30][cH:31][c:32]([B:35]([OH:36])[OH:37])[cH:33][n:34]1.[K+:45].[K+:46]>>[c:2]1(-[c:32]2[cH:31][cH:30][c:29]([Cl:28])[n:34][cH:33]2)[cH:3][c:4]2[c:5]([n:6][cH:7]1)[nH:8][cH:9][c:10]2[C:11](=[O:12])[c:13]1[c:14]([F:27])[c:15]([NH:20][S:21](=[O:22])(=[O:23])[CH2:24][CH2:25][CH3:26])[cH:16][cH:17][c:18]1[F:19].